From a dataset of the Open Reaction Database (ORD), a public repository of structured organic reaction records. describe an organic reaction: reactants, conditions, products, and yield Reactants: O (water), N1C=NC=C1 (Imidazole), C(C)(C)(C)[Si](Cl)(C1=CC=CC=C1)C1=CC=CC=C1 (tert-butyl-diphenylchlorosilane), BrC=1C=C(C=C(C1)F)CO ((3-bromo-5-fluorophenyl)methanol). The solvent is CN(C=O)C (dimethylformamide). Product: BrC=1C=C(CO[Si](C2=CC=CC=C2)(C2=CC=CC=C2)C(C)(C)C)C=C(C1)F ([(3-bromo-5-fluorobenzyl)oxy](tert-butyl)diphenylsilane). Yield: 87.8%. Reaction SMILES: N1C=CN=C1.[C:6]([Si:10]([C:18]1[CH:23]=[CH:22][CH:21]=[CH:20][CH:19]=1)([C:12]1[CH:17]=[CH:16][CH:15]=[CH:14][CH:13]=1)Cl)([CH3:9])([CH3:8])[CH3:7].[Br:24][C:25]1[CH:26]=[C:27]([CH2:32][OH:33])[CH:28]=[C:29]([F:31])[CH:30]=1.O>CN(C)C=O>[Br:24][C:25]1[CH:26]=[C:27]([CH:28]=[C:29]([F:31])[CH:30]=1)[CH2:32][O:33][Si:10]([C:6]([CH3:9])([CH3:8])[CH3:7])([C:18]1[CH:23]=[CH:22][CH:21]=[CH:20][CH:19]=1)[C:12]1[CH:17]=[CH:16][CH:15]=[CH:14][CH:13]=1. Procedure details: Imidazole (3.3 g) and tert-butyl-diphenylchlorosilane (10.0 g) were added to a solution of (3-bromo-5-fluorophenyl)methanol (5.0 g) in dimethylformamide (50 ml), and the mixture was stirred over night at room temperature. The reaction mixture was poured into water and extracted with ethyl acetate. The organic layer was washed with saturated saline solution and dried over anhydrous magnesium sulfate. After filtration, the solvent was evaporated from the filtrate under reduced pressure to give the... Reactants: CC(C)(C)OC(=O)NC1C2CSC(=C(N2C1=O)C(=O)OCC1=CC=C(C=C1)[N+](=O)[O-])SC ((6RS) (7RS) (4-nitrophenyl)-methyl 7-[(1,1-dimethylethyl)-oxycarbonyl-amino]-3-methylthio-8-oxo-4-thia-1-azabicyclo[4,2,0]oct-2-en 2-carboxylate), Cl (hydrochloric acid), O1CCCC1 (tetrahydrofuran), [H][H] (hydrogen). Solvent: CO (methanol). Reaction conditions: time 1 hour. The product is CC(C)(C)OC(=O)NC1C2CSC(=C(N2C1=O)C(=O)O)SC ((6RS) (7RS) 7-[(1,1-dimethylethyl)-oxycarbonyl-amino]-3-methylthio-8-oxo-4-thia-1-azabicyclo[4,2,0]oct-2-en-2-carboxylic acid). The yield is 124.6%. As a reaction SMILES: [CH3:1][C:2]([O:5][C:6]([NH:8][CH:9]1[C:16](=[O:17])[N:15]2[CH:10]1[CH2:11][S:12][C:13]([S:31][CH3:32])=[C:14]2[C:18]([O:20]CC1C=CC([N+]([O-])=O)=CC=1)=[O:19])=[O:7])([CH3:4])[CH3:3].O1CCCC1.[H][H].Cl>CO>[CH3:4][C:2]([O:5][C:6]([NH:8][CH:9]1[C:16](=[O:17])[N:15]2[CH:10]1[CH2:11][S:12][C:13]([S:31][CH3:32])=[C:14]2[C:18]([OH:20])=[O:19])=[O:7])([CH3:1])[CH3:3]. Procedure details: 1.45 g of (6RS) (7RS) (4-nitrophenyl)-methyl 7-[(1,1-dimethylethyl)-oxycarbonyl-amino]-3-methylthio-8-oxo-4-thia-1-azabicyclo[4,2,0]oct-2-en 2-carboxylate, 30 ml of tetrahydrofuran, 30 ml of methanol and 1.45 g of 10% palladized carbon were hydrogenated under a pressure of 2 atmospheres of hydrogen, while being vigorously stirred. After one hour, the pressure was taken up to ambient, and under an inert atmosphere, 4 ml of N hydrochloric acid were added. After separation, the solvent was expelled... Yield: 75.3%. Reactants: C(C)(C)(C)OC(=O)N1[C@@H](C[C@@H](C1)N(C)C)CO (cis-1-tert-butoxycarbonyl-4-dimethylamino-(2S)-hydroxymethylpyrrolidine), OC1=CC=C(C(=O)OC)C=C1 (methyl 4-hydroxybenzoate), C1=CC=C(C=C1)P(C2=CC=CC=C2)C3=CC=CC=C3 (Ph3P), CC(C)OC(=O)/N=N/C(=O)OC(C)C (DIAD). Reported procedure: To a stirred solution of cis-1-tert-butoxycarbonyl-4-dimethylamino-(2S)-hydroxymethylpyrrolidine (555 mg, 2.27 mmol), methyl 4-hydroxybenzoate (380 mg, 2.5 mmol), and Ph3P (1.07 g, 4.09 mmol) in THF (10 ml) was added DIAD (826 mg, 4.09 mmol) at 0° C. The reaction mixture was stirred at 70° C. for 18 hr. The mixture was concentrated in vacuo. The residue was purified by column chromatography on silica gel with n-hexane-EtOAc (1/2, v/v) MeOH—CH2Cl2(5/95, v/v) as eluent to give methyl 4cis-1-tert-b... Conditions: temperature 70 celsius, time 18 hour. Solvent: C1CCOC1 (THF). RXN SMILES: [C:1]([O:5]C(N1C[C@@H](N(C)C)C[C@H]1CO)=O)(C)(C)C.O[C:19]1[CH:28]=[CH:27][C:22]([C:23]([O:25]C)=[O:24])=[CH:21][CH:20]=1.C1C=CC(P(C2C=CC=CC=2)C2C=CC=CC=2)=CC=1.CC(OC(/N=N/C(OC(C)C)=O)=O)C>C1COCC1>[C:23]([O:25][O:5][CH3:1])(=[O:24])[C:22]1[CH:27]=[CH:28][CH:19]=[CH:20][CH:21]=1. The product is C(C1=CC=CC=C1)(=O)OOC (methoxy benzoate). Starting materials: C(C(=O)Cl)(=O)Cl (oxalyl chloride), ClC1=C(C(=O)O)C=C(C=C1)[N+](=O)[O-] (2-chloro-5-nitrobenzoic acid), CN(C=O)C (dimethylformamide). Solvent: ClCCl (dichloromethane). Reaction conditions: temperature 0 celsius, time 3 hour. Yields the product ClC1=C(C(=O)N)C=C(C=C1)[N+](=O)[O-] (2-chloro-5-nitro benzamide). Reaction SMILES: [Cl:1][C:2]1[CH:10]=[CH:9][C:8]([N+:11]([O-:13])=[O:12])=[CH:7][C:3]=1[C:4](O)=[O:5].C(Cl)(=O)C(Cl)=O.C[N:21](C)C=O>ClCCl>[Cl:1][C:2]1[CH:10]=[CH:9][C:8]([N+:11]([O-:13])=[O:12])=[CH:7][C:3]=1[C:4]([NH2:21])=[O:5]. Procedure: A mixture of 2-chloro-5-nitrobenzoic acid (15.0 g, 74.0 mmol) in 200 mL of dichloromethane was reacted at 24° C. with oxalyl chloride (16.2 mL, 186.0 mmol) and a catalytic amount of dimethylformamide. After 3 hours, the solvent was removed in vacuo, and the residue was redissolved in 200 mL of fresh dichloromethane. The solution was cooled to 0° C., and ammonia was bubbled into the solution for 5 minutes, whereupon the product precipitated from solution. The product was collected by filtration t... Reactants: C(C)OC([C@@](C(F)(F)F)(C)OC[C@](C)(NS(=O)(=O)C1=CC=C(C=C1)[N+](=O)[O-])C1=NC(=CC=C1F)Br)=O ((R)-2-[(R)-2-(6-bromo-3-fluoro-pyridin-2-yl)-2-(4-nitro-benzenesulfonylamino)-propoxy]-3,3,3-trifluoro-2-methyl-propionic acid ethyl ester), N.CO (NH3 MeOH). Yields the product BrC1=CC=C(C(=N1)[C@@](CO[C@](C(=O)N)(C(F)(F)F)C)(C)NS(=O)(=O)C1=CC=C(C=C1)[N+](=O)[O-])F ((R)-2-[(R)-2-(6-Bromo-3-fluoro-pyridin-2-yl)-2-(4-nitro-benzenesulfonylamino)-propoxy]-3,3,3-trifluoro-2-methyl-propionamide). As a reaction SMILES: C([O:3][C:4](=O)[C@:5]([O:11][CH2:12][C@@:13]([C:28]1[C:33]([F:34])=[CH:32][CH:31]=[C:30]([Br:35])[N:29]=1)([NH:15][S:16]([C:19]1[CH:24]=[CH:23][C:22]([N+:25]([O-:27])=[O:26])=[CH:21][CH:20]=1)(=[O:18])=[O:17])[CH3:14])([CH3:10])[C:6]([F:9])([F:8])[F:7])C.[NH3:37].CO>>[Br:35][C:30]1[N:29]=[C:28]([C@:13]([NH:15][S:16]([C:19]2[CH:24]=[CH:23][C:22]([N+:25]([O-:27])=[O:26])=[CH:21][CH:20]=2)(=[O:18])=[O:17])([CH3:14])[CH2:12][O:11][C@@:5]([CH3:10])([C:6]([F:9])([F:8])[F:7])[C:4]([NH2:37])=[O:3])[C:33]([F:34])=[CH:32][CH:31]=1 |f:1.2|. Reported procedure: A solution of (R)-2-[(R)-2-(6-bromo-3-fluoro-pyridin-2-yl)-2-(4-nitro-benzenesulfonylamino)-propoxy]-3,3,3-trifluoro-2-methyl-propionic acid ethyl ester (16.93 g, 28.1 mmol) in a NH3/MeOH (7M, 482 ml) was stirred at 50° C. in a sealed vessel for 26 h. The reaction mixture was evaporated and the residue was crystallized from DCM to yield 9.11 g of the title compound as colorless crystals.